From a dataset of the Open Reaction Database (ORD), a public repository of structured organic reaction records. describe an organic reaction: reactants, conditions, products, and yield Reactants: O1C(=CC=C1)C(=O)N1CCN(CC1)CCOC(=O)C=1OC=CC1 (1-(2-furanylcarbonyl)-4-(2-(2-furanylcarbonyloxy)ethyl)piperazine), aqueous solution, [OH-].[Na+] (sodium hydroxide). Run in CO (methanol). Reaction conditions: time 40 minute. Product: O1C(=CC=C1)C(=O)N1CCN(CC1)CCO (1-(2-Furanylcarbonyl)-4-(2-hydroxyethyl)piperazine). Isolated yield 82.0%. RXN SMILES: [O:1]1[CH:5]=[CH:4][CH:3]=[C:2]1[C:6]([N:8]1[CH2:13][CH2:12][N:11]([CH2:14][CH2:15][O:16]C(C2OC=CC=2)=O)[CH2:10][CH2:9]1)=[O:7].[OH-].[Na+]>CO>[O:1]1[CH:5]=[CH:4][CH:3]=[C:2]1[C:6]([N:8]1[CH2:9][CH2:10][N:11]([CH2:14][CH2:15][OH:16])[CH2:12][CH2:13]1)=[O:7] |f:1.2|. Procedure details: To a solution of 3.7 g of 1-(2-furanylcarbonyl)-4-(2-(2-furanylcarbonyloxy)ethyl)piperazine in 30 ml of methanol, 12.5 ml of a 3% aqueous solution of sodium hydroxide was added at room temperature. The resulting mixture was stirred for 40 minutes. After distilling off the methanol under reduced pressure, the residue was taken up in chloroform and then washed once with a saturated aqueous solution of sodium chloride. The chloroform layer was dried over anhydrous magnesium sulfate and then concent...